From a dataset of the Open Reaction Database (ORD), a public repository of structured organic reaction records. describe an organic reaction: reactants, conditions, products, and yield Starting materials: OC=1C(N(C2=CC=CC=C2C1C(=O)OCC)C)=O (ethyl 3-hydroxy-1-methyl-2-oxo-1,2-dihydroquinoline-4-carboxylate), FC(OC1=CC=C(C=C1)N1C(C(C2=CC=CC=C12)=O)=O)(F)F (4-trifluoromethoxy-phenylindoline-2,3-dione). Yields the product OC=1C(NC2=CC=C(C=C2C1C(=O)OCC)OC(F)(F)F)=O (ethyl 3-hydroxy-2-oxo-6-(trifluoromethoxy)-1,2-dihydroquinoline-4-carboxylate). RXN SMILES: [OH:1][C:2]1[C:3](=[O:18])[N:4](C)[C:5]2[C:10]([C:11]=1[C:12]([O:14][CH2:15][CH3:16])=[O:13])=[CH:9][CH:8]=[CH:7][CH:6]=2.[F:19][C:20]([F:40])([F:39])[O:21]C1C=CC(N2C3C(=CC=CC=3)C(=O)C2=O)=CC=1>>[OH:1][C:2]1[C:3](=[O:18])[NH:4][C:5]2[C:10]([C:11]=1[C:12]([O:14][CH2:15][CH3:16])=[O:13])=[CH:9][C:8]([O:21][C:20]([F:40])([F:39])[F:19])=[CH:7][CH:6]=2. Procedure details: Intermediate 23 was prepared as a white powder following the procedure described for Intermediate 16 by replacing indoline-2,3-dione with 4-trifluoromethoxy-phenylindoline-2,3-dione. 1H NMR (400 MHz, chloroform-d) δ ppm 11.90 (1 H, br. s.), 11.28 (1 H, br. s.), 8.22 (1 H, br. s.), 7.36-7.53 (1 H, m), 7.43 (1 H, br. s.), 4.61 (2 H, d, J=7.1 Hz), 1.54 (3 H, t, J=6.9 Hz). LC-MS (ESI) m/z 317.9 (M+H), RT=2.00 min (Method B). Starting materials: C1(=CC=CC=C1)S(=O)(=O)Cl (benzenesulfonyl chloride), ice water, FC1=CC=C(C=C1)C=1N=CNC1C1=CC=C(C=C1)F (4,5-bis(4-fluorophenyl)imidazole), CC(C)([O-])C.[K+] (potassium t-butoxide). Run in C(OC)COC (glyme), C(OC)COC (glyme). Run at time 1 hour. Yields the product C1(=CC=CC=C1)S(=O)(=O)N1C=NC(=C1C1=CC=C(C=C1)F)C1=CC=C(C=C1)F (1-benzenesulfonyl-4,5-bis(4-fluorophenyl)imidazole). Yield: 77.6%. RXN SMILES: [F:1][C:2]1[CH:7]=[CH:6][C:5]([C:8]2[N:9]=[CH:10][NH:11][C:12]=2[C:13]2[CH:18]=[CH:17][C:16]([F:19])=[CH:15][CH:14]=2)=[CH:4][CH:3]=1.CC(C)([O-])C.[K+].[C:26]1([S:32](Cl)(=[O:34])=[O:33])[CH:31]=[CH:30][CH:29]=[CH:28][CH:27]=1>C(COC)OC>[C:26]1([S:32]([N:11]2[C:12]([C:13]3[CH:18]=[CH:17][C:16]([F:19])=[CH:15][CH:14]=3)=[C:8]([C:5]3[CH:4]=[CH:3][C:2]([F:1])=[CH:7][CH:6]=3)[N:9]=[CH:10]2)(=[O:34])=[O:33])[CH:31]=[CH:30][CH:29]=[CH:28][CH:27]=1 |f:1.2|. Procedure details: To a stirred mixture of 10.0 g (0.04 mole) of 4,5-bis(4-fluorophenyl)imidazole and 4.8 g (0.043 mole) of potassium t-butoxide in 150 ml glyme at 0° was added dropwise a solution of 7.6 g (0.043 mole) of benzenesulfonyl chloride in 25 ml glyme. The mixture was stirred at 0° one hour, then at room temperature overnight. The mixture was poured into ice water and the solid was collected and air dried to give 15.2 g, mp 172°-5°. Recrystallization from toluene/methylcyclohexane gave 12.3 g of 1-benzen... Procedure details: Iodomethane (0.71 g) is added to 57.2 mg of allyl(1R,5S,6S)-2-[(3S,5R)-1-allyloxycarbonyl-5-(imidazo[5,1-b]thiazol-5-yl)methylpyrrolidin-3-yl]thio-6-((1R)-1-hydroxyethyl)-1-methylcarbapen-2-em-3-carboxylate, and the mixture is stirred in an argon atmosphere in a light-shielded state at room temperature for 3 days. The excess reagent is removed by evaporation under reduced pressure, and the residue is purified by column chromatography on Sephadex LH-20 (dichloromethane methanol=1:1) to give 66.6 ... The product is [I-].C(C=C)OC(=O)N1C[C@H](C[C@H]1CC=1N(C=C2SC=C[N+]21)C)SC=2[C@@H]([C@H]1N(C2C(=O)OCC=C)C([C@@H]1[C@@H](C)O)=O)C (allyl(1R,5S,6S)-2-[(3S,5R)-1-allyloxycarbonyl-5-(6-methylimidazo[5,1-b]thiazolium-5-yl)methylpyrrolidin-3-yl]thio-6-((1R)-1-hydroxyethyl)-1-methylcarbapen-2-em-3-carboxylate iodide). Conditions: time 3 day. The yield is 93.3%. RXN SMILES: [I:1][CH3:2].[CH2:3]([O:6][C:7]([N:9]1[C@H:13]([CH2:14][C:15]2[N:22]3[C:18]([S:19][CH:20]=[CH:21]3)=[CH:17][N:16]=2)[CH2:12][C@H:11]([S:23][C:24]2[C@H:25]([CH3:41])[C@@H:26]3[C@@H:36]([C@H:37]([OH:39])[CH3:38])[C:35](=[O:40])[N:27]3[C:28]=2[C:29]([O:31][CH2:32][CH:33]=[CH2:34])=[O:30])[CH2:10]1)=[O:8])[CH:4]=[CH2:5]>>[I-:1].[CH2:3]([O:6][C:7]([N:9]1[C@H:13]([CH2:14][C:15]2[N:16]([CH3:2])[CH:17]=[C:18]3[N+:22]=2[CH:21]=[CH:20][S:19]3)[CH2:12][C@H:11]([S:23][C:24]2[C@H:25]([CH3:41])[C@@H:26]3[C@@H:36]([C@H:37]([OH:39])[CH3:38])[C:35](=[O:40])[N:27]3[C:28]=2[C:29]([O:31][CH2:32][CH:33]=[CH2:34])=[O:30])[CH2:10]1)=[O:8])[CH:4]=[CH2:5] |f:2.3|. Starting materials: IC (Iodomethane), C(C=C)OC(=O)N1C[C@H](C[C@H]1CC1=NC=C2SC=CN21)SC=2[C@@H]([C@H]1N(C2C(=O)OCC=C)C([C@@H]1[C@@H](C)O)=O)C (allyl(1R,5S,6S)-2-[(3S,5R)-1-allyloxycarbonyl-5-(imidazo[5,1-b]thiazol-5-yl)methylpyrrolidin-3-yl]thio-6-((1R)-1-hydroxyethyl)-1-methylcarbapen-2-em-3-carboxylate). The reactants are COC1=C(C=C(C(=O)O)C=C1)\C=C\C1=CC=C(C=C1)OC(F)(F)F (4-methoxy-3-[(E)-2-(4-trifluoromethoxyphenyl)vinyl]benzoic acid), C1(CCCC1)N (cyclopentylamine). Yields the product C1(CCCC1)NC(C1=CC(=C(C=C1)OC)\C=C\C1=CC=C(C=C1)OC(F)(F)F)=O (N-cyclopentyl-4-methoxy-3-[(E)-2-(4-trifluoromethoxy-phenyl)vinyl]benzamide). As a reaction SMILES: [CH3:1][O:2][C:3]1[CH:11]=[CH:10][C:6]([C:7](O)=[O:8])=[CH:5][C:4]=1/[CH:12]=[CH:13]/[C:14]1[CH:19]=[CH:18][C:17]([O:20][C:21]([F:24])([F:23])[F:22])=[CH:16][CH:15]=1.[CH:25]1([NH2:30])[CH2:29][CH2:28][CH2:27][CH2:26]1>>[CH:25]1([NH:30][C:7](=[O:8])[C:6]2[CH:10]=[CH:11][C:3]([O:2][CH3:1])=[C:4](/[CH:12]=[CH:13]/[C:14]3[CH:19]=[CH:18][C:17]([O:20][C:21]([F:23])([F:24])[F:22])=[CH:16][CH:15]=3)[CH:5]=2)[CH2:29][CH2:28][CH2:27][CH2:26]1. Procedure: The captioned compound was synthesized from 4-methoxy-3-[(E)-2-(4-trifluoromethoxyphenyl)vinyl]benzoic acid obtained in step B of Example 2-2-1 and cyclopentylamine in accordance with the same procedure as in the methods described in step C of Example 1-2-3. Reactants: OC1=CC=C(OC2=CC=C(C=N2)OC[C@H](C)NC(C)=O)C=C1 (N—{(S)-2-[6-(4-Hydroxyphenoxy)pyridin-3-yloxy]-1-methylethyl}acetamide), BrC(C)C (2-bromopropane). Yields the product C(C)(C)OC1=CC=C(OC2=CC=C(C=N2)OC[C@H](C)NC(C)=O)C=C1 (N—{(S)-2-[6-(4-Isopropoxyphenoxy)pyridin-3-yloxy]-1-methylethyl}acetamide). RXN SMILES: [OH:1][C:2]1[CH:22]=[CH:21][C:5]([O:6][C:7]2[N:12]=[CH:11][C:10]([O:13][CH2:14][C@@H:15]([NH:17][C:18](=[O:20])[CH3:19])[CH3:16])=[CH:9][CH:8]=2)=[CH:4][CH:3]=1.Br[CH:24]([CH3:26])[CH3:25]>>[CH:24]([O:1][C:2]1[CH:3]=[CH:4][C:5]([O:6][C:7]2[N:12]=[CH:11][C:10]([O:13][CH2:14][C@@H:15]([NH:17][C:18](=[O:20])[CH3:19])[CH3:16])=[CH:9][CH:8]=2)=[CH:21][CH:22]=1)([CH3:26])[CH3:25]. Procedure details: N—{(S)-2-[6-(4-Hydroxyphenoxy)pyridin-3-yloxy]-1-methylethyl}acetamide (33 mg, 0.1 mmol) and 2-bromopropane (16 mg, 0.13 mmol) were reacted in analogy to example 1a. Yield: 23 mg (62%), M+H+: 345.19. Starting materials: [H-].[Na+] (Sodium hydride), FC=1C=NC=C(C1CC#N)F (2-(3,5-difluoro-4-pyridyl)acetonitrile), BrCCBr (1,2-dibromoethane), oil. Solvent: C1CCOC1 (THF), C1CCOC1 (THF). Yields the product FC=1C=NC=C(C1C1(CC1)C#N)F (1-(3,5-difluoro-4-pyridyl)cyclopropanecarbonitrile). Yield: 174.1%. As a reaction SMILES: [H-].[Na+].[F:3][C:4]1[CH:5]=[N:6][CH:7]=[C:8]([F:13])[C:9]=1[CH2:10][C:11]#[N:12].Br[CH2:15][CH2:16]Br>C1COCC1>[F:13][C:8]1[CH:7]=[N:6][CH:5]=[C:4]([F:3])[C:9]=1[C:10]1([C:11]#[N:12])[CH2:16][CH2:15]1 |f:0.1|. Procedure: Sodium hydride 60% in mineral oil (3.35 g, 83.7 mmol) was suspended in 10 ml THF. At −10° C. a solution of 2-(3,5-difluoro-4-pyridyl)acetonitrile (4.30 g, 27.9 mmol) in 45 ml THF was added drop wise. The reaction mixture was stirred until no more gas evolution was visible. The reaction mixture was then a yellow suspension. At 0° C. 1,2-dibromoethane (9.71 mL, 112 mmol) was added drop wise. The reaction mixture was stirred 2 h at 0° C. then over night at rt. It was quenched with aq. NH4Cl, dilute... Starting materials: C1(=CC=CC=C1)CCCCN (4-phenyl-butylamine), COC1=C2CCC(C(C2=CC=C1)CC(=O)OCC)=O (ethyl 1,2,3,4-tetrahydro-5-methoxy-2-oxo-1-naphthylacetate), O (water). The solvent is C1(=CC=CC=C1)C (toluene). Run at time 10 hour. The product is C1(CCCCC1)CCCCN1C(C[C@@H]2C3=C(CC[C@H]12)C(=CC=C3)OC)=O (rac-cis-3-(4-cyclohexyl-butyl)-1,3,3a,4,5,9b-hexahydro-6-methoxy-2H-benzo[e]indol-2-one). Isolated yield 82.5%. RXN SMILES: [CH3:1][O:2][C:3]1[CH:12]=[CH:11][CH:10]=[C:9]2[C:4]=1[CH2:5][CH2:6][C:7](=O)[CH:8]2[CH2:13][C:14]([O:16]CC)=O.[C:20]1([CH2:26][CH2:27][CH2:28][CH2:29][NH2:30])[CH:25]=[CH:24][CH:23]=[CH:22][CH:21]=1.O>C1(C)C=CC=CC=1>[CH:20]1([CH2:26][CH2:27][CH2:28][CH2:29][N:30]2[C@@H:7]3[C@@H:8]([C:9]4[CH:10]=[CH:11][CH:12]=[C:3]([O:2][CH3:1])[C:4]=4[CH2:5][CH2:6]3)[CH2:13][C:14]2=[O:16])[CH2:25][CH2:24][CH2:23][CH2:22][CH2:21]1. Procedure: 5.0 g (0.0191 mol) of ethyl 1,2,3,4-tetrahydro-5-methoxy-2-oxo-1-naphthylacetate were dissolved in 100 ml of toluene, 3.0 ml (0.0191 mol) of 4-phenyl-butylamine were added thereto and the mixture was boiled for 16 hours on a water separator. After concentration the residue was hydrogenated with 2.0 g of Raney-nickel in 200 ml of ethanol at 120° and 140 bar for 10 hours. The product was chromatographed over silica gel with n-hexane/ethyl acetate 3:1. There were obtained 5.60 g (82.5%) of oily rac... The reactants are CC1=C(C(NC(=C1)C)=O)CNC(=O)C1=C2C(=NC(=C1)C1=CCN(CC1)C1CCN(CC1)C(=O)OC(C)(C)C)N(N=C2)C(C)C (Tert-butyl 4-(4-(4-(((4,6-dimethyl-2-oxo-1,2-dihydropyridin-3-yl)methyl) carbamoyl)-1-isopropyl-1H-pyrazolo[3,4-b]pyridin-6-yl)-5,6-dihydropyridin-1(2H)-yl)piperidine-1-carboxylate), C(=O)(C(F)(F)F)O (TFA). The solvent is C(Cl)Cl (DCM). Run at time 1 hour. The product is CC1=C(C(NC(=C1)C)=O)CNC(=O)C=1C2=C(N=C(C1)C=1CCN(CC1)C1CCNCC1)N(N=C2)C(C)C (N-((4,6-dimethyl-2-oxo-1,2-dihydropyridin-3-yl)methyl)-1-isopropyl-6-(1-(piperidin-4-yl)-1,2,3,6-tetrahydropyridin-4-yl)-1H-pyrazolo[3,4-b]pyridine-4-carboxamide). As a reaction SMILES: [CH3:1][C:2]1[CH:7]=[C:6]([CH3:8])[NH:5][C:4](=[O:9])[C:3]=1[CH2:10][NH:11][C:12]([C:14]1[CH:19]=[C:18]([C:20]2[CH2:25][CH2:24][N:23]([CH:26]3[CH2:31][CH2:30][N:29](C(OC(C)(C)C)=O)[CH2:28][CH2:27]3)[CH2:22][CH:21]=2)[N:17]=[C:16]2[N:39]([CH:42]([CH3:44])[CH3:43])[N:40]=[CH:41][C:15]=12)=[O:13].C(O)(C(F)(F)F)=O>C(Cl)Cl>[CH3:1][C:2]1[CH:7]=[C:6]([CH3:8])[NH:5][C:4](=[O:9])[C:3]=1[CH2:10][NH:11][C:12]([C:14]1[C:15]2[CH:41]=[N:40][N:39]([CH:42]([CH3:44])[CH3:43])[C:16]=2[N:17]=[C:18]([C:20]2[CH2:25][CH2:24][N:23]([CH:26]3[CH2:27][CH2:28][NH:29][CH2:30][CH2:31]3)[CH2:22][CH:21]=2)[CH:19]=1)=[O:13]. Procedure details: Tert-butyl 4-(4-(4-(((4,6-dimethyl-2-oxo-1,2-dihydropyridin-3-yl)methyl) carbamoyl)-1-isopropyl-1H-pyrazolo[3,4-b]pyridin-6-yl)-5,6-dihydropyridin-1(2H)-yl)piperidine-1-carboxylate (0.5 g, 0.829 mmol) was taken in DCM (6 mL), TFA (2 mL) was added and stirred at room temperature for 1 h. After completion of reaction, solvent was removed under reduced pressure, neutralized with saturated NaHCO3 solution. Extraction was carried out using DCM; the combined organic layers were washed with water, brin... Starting materials: C(C1=CC=CC=C1)OC1=C(C=CC(=C1)F)C1=NC(=NC=C1F)Cl (4-[2-(benzyloxy)-4-fluorophenyl]-2-chloro-5-fluoropyrimidine), C(C)(C)(C)S(=O)(=O)CC=1C=C(N)C=CC1 (3-[(tert-butylsulfonyl)methyl]aniline). Product: C(C1=CC=CC=C1)OC1=C(C=CC(=C1)F)C1=NC(=NC=C1F)NC1=CC(=CC=C1)CS(=O)(=O)C(C)(C)C (4-[2-(Benzyloxy)-4-fluorophenyl]-N-{3-[(tert-butylsulfonyl)methyl]phenyl}-5-fluoropyrimidin-2-amine). As a reaction SMILES: [CH2:1]([O:8][C:9]1[CH:14]=[C:13]([F:15])[CH:12]=[CH:11][C:10]=1[C:16]1[C:21]([F:22])=[CH:20][N:19]=[C:18](Cl)[N:17]=1)[C:2]1[CH:7]=[CH:6][CH:5]=[CH:4][CH:3]=1.[C:24]([S:28]([CH2:31][C:32]1[CH:33]=[C:34]([CH:36]=[CH:37][CH:38]=1)[NH2:35])(=[O:30])=[O:29])([CH3:27])([CH3:26])[CH3:25]>>[CH2:1]([O:8][C:9]1[CH:14]=[C:13]([F:15])[CH:12]=[CH:11][C:10]=1[C:16]1[C:21]([F:22])=[CH:20][N:19]=[C:18]([NH:35][C:34]2[CH:36]=[CH:37][CH:38]=[C:32]([CH2:31][S:28]([C:24]([CH3:27])([CH3:26])[CH3:25])(=[O:30])=[O:29])[CH:33]=2)[N:17]=1)[C:2]1[CH:7]=[CH:6][CH:5]=[CH:4][CH:3]=1. Reported procedure: Example 4 was prepared under similar conditions as described in the preparation of Example 3 using 4-[2-(benzyloxy)-4-fluorophenyl]-2-chloro-5-fluoropyrimidine and 3-[(tert-butylsulfonyl)methyl]aniline (UkrOrgSynthesis Ltd.). The batch was purified by preparative HPLC.